This data is from the Open Reaction Database (ORD), a public repository of structured organic reaction records. The task is: describe an organic reaction: reactants, conditions, products, and yield Reactants: CCOC(=O)CCCOc1cc2nccc(Oc3ccc(NC(=O)Nc4ccc(F)cc4)c(F)c3)c2cc1C#N, CO, O. Product: N#Cc1cc2c(Oc3ccc(NC(=O)Nc4ccc(F)cc4)c(F)c3)ccnc2cc1OCCCC(=O)O. As a reaction SMILES: [C:1](#[N:2])[c:3]1[cH:4][c:5]2[c:6]([O:22][c:23]3[cH:24][c:25]([F:40])[c:26]([NH:29][C:30](=[O:31])[NH:32][c:33]4[cH:34][cH:35][c:36]([F:39])[cH:37][cH:38]4)[cH:27][cH:28]3)[cH:7][cH:8][n:9][c:10]2[cH:11][c:12]1[O:13][CH2:14][CH2:15][CH2:16][C:17](=[O:18])[O:19][CH2:20][CH3:21].[CH3:42][OH:43].[OH2:41]>>[C:1](#[N:2])[c:3]1[cH:4][c:5]2[c:6]([O:22][c:23]3[cH:24][c:25]([F:40])[c:26]([NH:29][C:30](=[O:31])[NH:32][c:33]4[cH:34][cH:35][c:36]([F:39])[cH:37][cH:38]4)[cH:27][cH:28]3)[cH:7][cH:8][n:9][c:10]2[cH:11][c:12]1[O:13][CH2:14][CH2:15][CH2:16][C:17](=[O:18])[OH:19]. The reactants are C[Si](C)(C)Br (Trimethylsilyl bromide), C(C1=CC=CC=C1)O[C@H]1C(O)O[C@@H]([C@@H]([C@@H]1OCC1=CC=CC=C1)OCC1=CC=CC=C1)COCC1=CC=CC=C1 (2,3,4,6-tetra-O-benzyl-D-galactopyranose), BrCCO (2-bromoethanol). The reagents and catalysts are [Br-].C(C)[N+](CC)(CC)CC (tetraethylammonium bromide), [Co](Br)Br (cobalt(II)bromide). The solvent is C(Cl)Cl (methylene chloride). Product: C(C1=CC=CC=C1)O[C@H]1[C@@H](OCCBr)O[C@@H]([C@@H]([C@@H]1OCC1=CC=CC=C1)OCC1=CC=CC=C1)COCC1=CC=CC=C1 (2-Bromoethyl 2,3,4,6-tetra-O-benzyl-α-D-galactopyranoside). The yield is 99.6%. Reaction SMILES: C[Si](Br)(C)C.[CH2:6]([O:13][C@@H:14]1[C@@H:20]([O:21][CH2:22][C:23]2[CH:28]=[CH:27][CH:26]=[CH:25][CH:24]=2)[C@@H:19]([O:29][CH2:30][C:31]2[CH:36]=[CH:35][CH:34]=[CH:33][CH:32]=2)[C@@H:18]([CH2:37][O:38][CH2:39][C:40]2[CH:45]=[CH:44][CH:43]=[CH:42][CH:41]=2)[O:17][CH:15]1[OH:16])[C:7]1[CH:12]=[CH:11][CH:10]=[CH:9][CH:8]=1.[Br:46][CH2:47][CH2:48]O>[Br-].C([N+](CC)(CC)CC)C.C(Cl)Cl.[Co](Br)Br>[CH2:6]([O:13][C@@H:14]1[C@@H:20]([O:21][CH2:22][C:23]2[CH:28]=[CH:27][CH:26]=[CH:25][CH:24]=2)[C@@H:19]([O:29][CH2:30][C:31]2[CH:32]=[CH:33][CH:34]=[CH:35][CH:36]=2)[C@@H:18]([CH2:37][O:38][CH2:39][C:40]2[CH:41]=[CH:42][CH:43]=[CH:44][CH:45]=2)[O:17][C@@H:15]1[O:16][CH2:48][CH2:47][Br:46])[C:7]1[CH:8]=[CH:9][CH:10]=[CH:11][CH:12]=1 |f:3.4|. Procedure: Trimethylsilyl bromide (7.96 g, 6.78 ml. 52 mmol) was added with a syringe to a mixture of 2,3,4,6-tetra-O-benzyl-D-galactopyranose (28 g, 52 mmol), 2-bromoethanol (4.46 ml, 40.0 mmol), cobalt(II)bromide (11.4 g, 52.0 mmol), tetraethylammonium bromide (10.9 g, 52.0 mmol) and molecular sieves (4 Å, 41 g) in 138 ml of methylene chloride under nitrogen with protection from light. (The cobalt(II)chloride had been dried at 180°, 5×10-3 mm Hg over night. ) The reaction mixture was stirred at room temp... Reactants: Cl.N[C@@H](CCSC)CO (methioninol-hydrochloride), N([C@@H](CC1=CC=CC=C1)C(=O)O)C(=O)OC(C)(C)C (Boc-Phe-OH), C(C)N1CCOCC1 (N-ethylmorpholine), C(C(C)C)OC(=O)Cl (chloroformic acid iso-butyl ester). Run in CN(C=O)C (dimethyl formamide), O1CCCC1 (tetrahydrofuran). Run at time 10 minute. Product: N([C@@H](CC1=CC=CC=C1)C(=O)O)C(=O)OC(C)(C)C.N[C@@H](CCSC)CO (Boc-Phe methioninol). RXN SMILES: [NH:1]([C:13]([O:15][C:16]([CH3:19])([CH3:18])[CH3:17])=[O:14])[C@H:2]([C:10]([OH:12])=[O:11])[CH2:3][C:4]1[CH:9]=[CH:8][CH:7]=[CH:6][CH:5]=1.C(N1CCOCC1)C.C(OC(Cl)=O)C(C)C.Cl.[NH2:37][C@H:38]([CH2:43][OH:44])[CH2:39][CH2:40][S:41][CH3:42]>O1CCCC1.CN(C)C=O>[NH:1]([C:13]([O:15][C:16]([CH3:19])([CH3:18])[CH3:17])=[O:14])[C@H:2]([C:10]([OH:12])=[O:11])[CH2:3][C:4]1[CH:9]=[CH:8][CH:7]=[CH:6][CH:5]=1.[NH2:37][C@H:38]([CH2:43][OH:44])[CH2:39][CH2:40][S:41][CH3:42] |f:3.4,7.8|. Procedure details: 2.9 g of Boc-Phe-OH and 1.4 ml of N-ethylmorpholine are dissolved in 50 ml of absolute tetrahydrofuran and 1.4 ml of chloroformic acid iso-butyl ester added at -10°. After 10 minutes, a solution of 1.7 g of methioninol-hydrochloride in 25 ml of dimethyl formamide is added. After two hours stirring at room temperature, the solution is evaporated under vacuum and the residue taken up in acetic acid. The solution is repeatedly washed with dilute citric acid and potassium bicarbonate and the title c... Reactants: ClC1=C(SC=C1)C1CC(C(C(C1)=O)=C(C)O)=O (5-(3-chlorothiophen-2-yl)-2-(1-hydroxyethylidene)-cyclohexane-1,3-dione), O.NN (hydrazine hydrate). Solvent: C(C)O (ethanol). Yields the product ClC1=C(SC=C1)C1CC(C=2C(=NNC2C1)C)=O (6-(3-chlorothiophen-2-yl)-3-methyl-4,5,6,7-tetrahydroindazol-4-one). Isolated yield 60.0%. Reaction SMILES: [Cl:1][C:2]1[CH:6]=[CH:5][S:4][C:3]=1[CH:7]1[CH2:12][C:11](=O)[C:10](=[C:14](O)[CH3:15])[C:9](=[O:17])[CH2:8]1.O.[NH2:19][NH2:20]>C(O)C>[Cl:1][C:2]1[CH:6]=[CH:5][S:4][C:3]=1[CH:7]1[CH2:12][C:11]2[NH:20][N:19]=[C:14]([CH3:15])[C:10]=2[C:9](=[O:17])[CH2:8]1 |f:1.2|. Reported procedure: A solution of 5-(3-chlorothiophen-2-yl)-2-(1-hydroxyethylidene)-cyclohexane-1,3-dione (2.2 g) and hydrazine hydrate (0.45 g) in ethanol (60 ml) was refluxed for 2 hours. Under reduced pressure, the solvent was evaporated, and the residue was recrystallized from ethyl acetate-hexane to give colorless crystals of 6-(3-chlorothiophen-2-yl)-3-methyl-4,5,6,7-tetrahydroindazol-4-one (1.3 g).